From a dataset of the Open Reaction Database (ORD), a public repository of structured organic reaction records. describe an organic reaction: reactants, conditions, products, and yield Reactants: C(O)([O-])=O.[Na+] (sodium hydrogen carbonate), COC=1C=C(N)C(=CC1OC)C(C1=CC(=NC=C1)Cl)=O (3,4-dimethoxy-6-(2-chloroisonicotinoyl)aniline), C(CC(=O)C)(=O)OC (methyl acetoacetate), Cl (hydrochloric acid). Solvent: C(C)(=O)O (acetic acid). Product: ClC1=NC=CC(=C1)C1=C(C(=NC2=CC(=C(C=C12)OC)OC)C)C(=O)OC (2-chloro-4-(6,7-dimethoxy-3-methoxycarbonyl-2-methylquinolin-4-yl)pyridine). Reaction SMILES: [CH3:1][O:2][C:3]1[CH:4]=[C:5]([C:7]([C:12](=O)[C:13]2[CH:18]=[CH:17][N:16]=[C:15]([Cl:19])[CH:14]=2)=[CH:8][C:9]=1[O:10][CH3:11])[NH2:6].[C:21]([O:27][CH3:28])(=[O:26])[CH2:22][C:23]([CH3:25])=O.Cl.C(=O)([O-])O.[Na+]>C(O)(=O)C>[Cl:19][C:15]1[CH:14]=[C:13]([C:12]2[C:7]3[C:5](=[CH:4][C:3]([O:2][CH3:1])=[C:9]([O:10][CH3:11])[CH:8]=3)[N:6]=[C:23]([CH3:25])[C:22]=2[C:21]([O:27][CH3:28])=[O:26])[CH:18]=[CH:17][N:16]=1 |f:3.4|. Procedure details: A mixture of 3,4-dimethoxy-6-(2-chloroisonicotinoyl)aniline (2.93 g), methyl acetoacetate (2.16 ml), conc. hydrochloric acid (0.1 ml) and acetic acid (30 ml) is heated under reflux for two hours. The reaction mixture is cooled to room temperature, and thereto is added an aqueous sodium hydrogen carbonate solution. The mixture is extracted with ethyl acetate, and the extract is washed, dried, and concentrated. The residue is purified by silica gel column chromatography (solvent; chloroform:ethyl ... Reactants: COc1nc(C(F)(F)F)cc(=O)n1-c1cc(O)c(Br)cc1F, C#CCBr, CN(C)C=O, [H-], [Na+]. The product is C#CCOc1cc(-n2c(OC)nc(C(F)(F)F)cc2=O)c(F)cc1Br. RXN SMILES: [Br:1][c:2]1[cH:3][c:4]([F:22])[c:5](-[n:9]2[c:10]([O:20][CH3:21])[n:11][c:12]([C:16]([F:17])([F:18])[F:19])[cH:13][c:14]2=[O:15])[cH:6][c:7]1[OH:8].[CH2:23]([C:24]#[CH:25])[Br:26].[CH3:29][N:30]([CH3:31])[CH:32]=[O:33].[H-:27].[Na+:28]>>[Br:1][c:2]1[cH:3][c:4]([F:22])[c:5](-[n:9]2[c:10]([O:20][CH3:21])[n:11][c:12]([C:16]([F:17])([F:18])[F:19])[cH:13][c:14]2=[O:15])[cH:6][c:7]1[O:8][CH2:25][C:24]#[CH:23]. Reactants: O=C([O-])[O-], CN(C)C=O, O=[N+]([O-])c1ccc(F)c(Cl)c1, [K+], [K+], Oc1ccccc1. The product is O=[N+]([O-])c1ccc(Oc2ccccc2)c(Cl)c1. RXN SMILES: [C:12](=[O:13])([O-:14])[O-:15].[CH3:25][N:26]([CH3:27])[CH:28]=[O:29].[Cl:1][c:2]1[cH:3][c:4]([N+:9](=[O:10])[O-:11])[cH:5][cH:6][c:7]1[F:8].[K+:16].[K+:17].[OH:18][c:19]1[cH:20][cH:21][cH:22][cH:23][cH:24]1>>[Cl:1][c:2]1[cH:3][c:4]([N+:9](=[O:10])[O-:11])[cH:5][cH:6][c:7]1[O:18][c:19]1[cH:20][cH:21][cH:22][cH:23][cH:24]1. Starting materials: ClC(C(OC)OC)C(OC)OC (2-chloro-1,1,3,3-tetramethoxypropane), CNC(=O)N (N-methylurea). The solvent is Cl (HCl), C(C)O (ethanol). Run at time 4 day. Yields the product CN1C(N=CC(=C1)Cl)=O (1-Methyl-5-chloropyrimid-2-one). Yield: 20.0%. As a reaction SMILES: [Cl:1][CH:2]([CH:8](OC)OC)[CH:3](OC)OC.[CH3:13][NH:14][C:15]([NH2:17])=[O:16]>Cl.C(O)C>[CH3:13][N:14]1[CH:3]=[C:2]([Cl:1])[CH:8]=[N:17][C:15]1=[O:16]. Procedure: A mixture of 2-chloro-1,1,3,3-tetramethoxypropane (0.05 mol), N-methylurea (0.04 mol) in 10 N HCl (10 ml) in ethanol (100 ml) was allowed to stand at room temperature for 4 days. The reaction mixture was then evaporated, the residue dissolved in water (100 ml) and the pH of the solution adjusted to 8 by means of Na2CO3. The mixture was then extracted with chloroform (4×30 ml) and the dried (Na2SO4) extracts evaporated. The residue was recrystallised from acetone; yield 20%. The physical data for...